This data is from the Open Reaction Database (ORD), a public repository of structured organic reaction records. The task is: describe an organic reaction: reactants, conditions, products, and yield Reactants: O=C1c2ccccc2CCC1Br, O=C1CCc2cc(Br)ccc2C1, N#CC1CCc2ccccc2C1=O, CC#N, Cc1ccccc1, O. The product is N#Cc1ccc2c(c1)CCC(=O)C2. As a reaction SMILES: [Br:16][CH:17]1[CH2:18][CH2:19][c:20]2[c:21]([cH:22][cH:23][cH:24][cH:25]2)[C:26]1=[O:27].[Br:1][c:2]1[cH:3][c:4]2[c:9]([cH:10][cH:11]1)[CH2:8][C:7](=[O:12])[CH2:6][CH2:5]2.[C:28]([CH:29]1[CH2:30][CH2:31][c:32]2[c:33]([cH:34][cH:35][cH:36][cH:37]2)[C:38]1=[O:39])#[N:40].[CH3:13][C:14]#[N:15].[CH3:41][c:42]1[cH:43][cH:44][cH:45][cH:46][cH:47]1.[OH2:48]>>[c:2]1([C:14]#[N:15])[cH:3][c:4]2[c:9]([cH:10][cH:11]1)[CH2:8][C:7](=[O:12])[CH2:6][CH2:5]2. Reactants: COc1ccc2c(-c3ccccc3F)csc2c1Cl, Cl, O, c1ccncc1. Product: Oc1ccc2c(-c3ccccc3F)csc2c1Cl. Reaction SMILES: [Cl:1][c:2]1[c:3]([O:18][CH3:19])[cH:4][cH:5][c:6]2[c:7]1[s:8][cH:9][c:10]2-[c:11]1[c:12]([F:17])[cH:13][cH:14][cH:15][cH:16]1.[ClH:20].[OH2:27].[n:21]1[cH:22][cH:23][cH:24][cH:25][cH:26]1>>[Cl:1][c:2]1[c:3]([OH:18])[cH:4][cH:5][c:6]2[c:7]1[s:8][cH:9][c:10]2-[c:11]1[c:12]([F:17])[cH:13][cH:14][cH:15][cH:16]1. Reactants: C(=C)C(=O)CCC (propyl vinyl ketone), crude product, Cl (HCl), C[O-].[Na+] (sodium methoxide), CO (methanol), N12CCCCCC2=NCCC1 (1,8-diazabicyclo[5.4.0]undec-7-ene), C(CCC)C1(C(C2=CC(=C(C(=C2C1)Cl)OC)F)=O)CCC(CCC)=O (2-butyl-4-chloro-6-fluoro-5-methoxy-2-(3-oxohexyl)-1-indanone). Run in O1CCCC1 (tetrahydrofuran), C(C)(=O)O (acetic acid). Reaction conditions: temperature 60 celsius. The product is C(CCC)C12CC3=C(C(=C(C=C3C2=C(C(CC1)=O)CC)F)OC)Cl (9a-butyl-8-chloro-4-ethyl-6-fluoro-7-methoxy-1,2,9,9a-tetrahydro-3H-fluoren-3-one). RXN SMILES: C(C(CCC)=O)=C.N12CCCN=C1CCCCC2.C[O-].[Na+].CO.[CH2:24]([C:28]1([CH2:42][CH2:43][C:44](=[O:48])[CH2:45][CH2:46][CH3:47])[CH2:36][C:35]2[C:30](=[CH:31][C:32]([F:40])=[C:33]([O:38][CH3:39])[C:34]=2[Cl:37])[C:29]1=O)[CH2:25][CH2:26][CH3:27].Cl>O1CCCC1.C(O)(=O)C>[CH2:24]([C:28]12[CH2:42][CH2:43][C:44](=[O:48])[C:45]([CH2:46][CH3:47])=[C:29]1[C:30]1[C:35](=[C:34]([Cl:37])[C:33]([O:38][CH3:39])=[C:32]([F:40])[CH:31]=1)[CH2:36]2)[CH2:25][CH2:26][CH3:27] |f:2.3|. Reported procedure: A sample of the crude product from step 2 in the preceding example (386 mg, 1.36 mmol) in anhydrous tetrahydrofuran (2.7 mL) was treated with propyl vinyl ketone (0.188 mL, 1.63 mmol) and 1,8-diazabicyclo[5.4.0]undec-7-ene (0.041 mL, 0.272 mmol). The mixture was stirred and heated in an oil bath at 60° C. for two hours. TLC showed very little reaction. The mixture was treated with 0.5M sodium methoxide in methanol (0.54 mL, 0.272 mmol) and then stirred with heating at 60° C. for an additional 16... Reactants: O=C1Nc2ccc(F)cc2C1=O, NN, O, O. Product: O=C1Cc2cc(F)ccc2N1. As a reaction SMILES: [F:1][c:2]1[cH:3][c:4]2[c:8]([cH:9][cH:10]1)[NH:7][C:6](=[O:11])[C:5]2=[O:12].[NH2:15][NH2:16].[OH2:13].[OH2:14]>>[F:1][c:2]1[cH:3][c:4]2[c:8]([cH:9][cH:10]1)[NH:7][C:6](=[O:11])[CH2:5]2.